This data is from the Open Reaction Database (ORD), a public repository of structured organic reaction records. The task is: describe an organic reaction: reactants, conditions, products, and yield The reactants are aqueous solution, [OH-].[Na+] (sodium hydroxide), C(C)(=O)OCCC=1C=CC(=C(C(=O)NC2=C(C(=O)OC(C)(C)C)C=CC(=C2)C2=CC=CC=C2)C1)OCC1=CC=CC=C1 (tert-butyl 2-(5-(2-acetoxyethyl)-2-(benzyloxy)benzamido)-4-phenylbenzoate), C(C)(=O)O (Acetic acid). The solvent is CO (methanol), O1CCOCC1 (dioxane). Conditions: time 2 hour. The product is C(C1=CC=CC=C1)OC1=C(C(=O)NC2=C(C(=O)OC(C)(C)C)C=CC(=C2)C2=CC=CC=C2)C=C(C=C1)CCO (tert-butyl 2-(2-(benzyloxy)-5-(2-hydroxyethyl)benzamido)-4-phenylbenzoate). Yield: 99.5%. As a reaction SMILES: [OH-].[Na+].C([O:6][CH2:7][CH2:8][C:9]1[CH:10]=[CH:11][C:12]([O:37][CH2:38][C:39]2[CH:44]=[CH:43][CH:42]=[CH:41][CH:40]=2)=[C:13]([CH:36]=1)[C:14]([NH:16][C:17]1[CH:29]=[C:28]([C:30]2[CH:35]=[CH:34][CH:33]=[CH:32][CH:31]=2)[CH:27]=[CH:26][C:18]=1[C:19]([O:21][C:22]([CH3:25])([CH3:24])[CH3:23])=[O:20])=[O:15])(=O)C.C(O)(=O)C>CO.O1CCOCC1>[CH2:38]([O:37][C:12]1[CH:11]=[CH:10][C:9]([CH2:8][CH2:7][OH:6])=[CH:36][C:13]=1[C:14]([NH:16][C:17]1[CH:29]=[C:28]([C:30]2[CH:35]=[CH:34][CH:33]=[CH:32][CH:31]=2)[CH:27]=[CH:26][C:18]=1[C:19]([O:21][C:22]([CH3:25])([CH3:24])[CH3:23])=[O:20])=[O:15])[C:39]1[CH:44]=[CH:43][CH:42]=[CH:41][CH:40]=1 |f:0.1|. Procedure: A 2.0 mol/L aqueous solution of sodium hydroxide (0.37 mL) was added to a solution mixture of tert-butyl 2-(5-(2-acetoxyethyl)-2-(benzyloxy)benzamido)-4-phenylbenzoate (0.38 g) in methanol (1.9 mL) and dioxane (1.9 mL), followed by stirring at room temperature for 2 hours. Acetic acid (0.012 mL) was added to the reaction mixture. The solvent was evaporated under reduced pressure, and a saturated aqueous solution of sodium bicarbonate and ethyl acetate were added to the residue. The organic layer... Reactants: [OH-].[Na+] (Sodium hydroxide), C(C)OC(CN(C(C1=C(C=CC(=C1)OCCCCCCCCCC)OCC1=CC=CC=C1)=O)CC(=O)OCC)=O (N-(2-ethoxy-2-oxoethyl)-N-[5-(decyloxy)-2-(phenylmethoxy)benzoyl]glycine ethyl ester). Yields the product C(=O)(O)CN(CC(=O)O)C(C1=C(C=CC(=C1)OCCCCCCCCCC)OCC1=CC=CC=C1)=O (N-(carboxymethyl)-N-[5-(decyloxy)-2-(phenylmethoxy)benzoyl]glycine). The yield is 94.0%. Reaction SMILES: [OH-].[Na+].C([O:5][C:6](=[O:42])[CH2:7][N:8]([CH2:36][C:37]([O:39]CC)=[O:38])[C:9](=[O:35])[C:10]1[CH:15]=[C:14]([O:16][CH2:17][CH2:18][CH2:19][CH2:20][CH2:21][CH2:22][CH2:23][CH2:24][CH2:25][CH3:26])[CH:13]=[CH:12][C:11]=1[O:27][CH2:28][C:29]1[CH:34]=[CH:33][CH:32]=[CH:31][CH:30]=1)C>>[C:37]([CH2:36][N:8]([C:9](=[O:35])[C:10]1[CH:15]=[C:14]([O:16][CH2:17][CH2:18][CH2:19][CH2:20][CH2:21][CH2:22][CH2:23][CH2:24][CH2:25][CH3:26])[CH:13]=[CH:12][C:11]=1[O:27][CH2:28][C:29]1[CH:30]=[CH:31][CH:32]=[CH:33][CH:34]=1)[CH2:7][C:6]([OH:42])=[O:5])([OH:39])=[O:38] |f:0.1|. Procedure: Sodium hydroxide hydrolysis of N-(2-ethoxy-2-oxoethyl)-N-[5-(decyloxy)-2-(phenylmethoxy)benzoyl]glycine ethyl ester under conditions described in Example 81 gave N-(carboxymethyl)-N-[5-(decyloxy)-2-(phenylmethoxy)benzoyl]glycine (94% yield, mp 74°-78°). Starting materials: [OH-].[Na+] (NaOH), C(C)OC(CN1CCN(CC1)S(NC1=NC(=NC(=C1)OC)SCC1=C(C(=CC=C1)F)F)(=O)=O)=O ({4-[2-(2,3-Difluoro-benzylsulfanyl)-6-methoxy-pyrimidin-4-ylsulfamoyl]-piperazin-1-yl}-acetic acid ethyl ester), product. Run in CO (MeOH). The product is FC1=C(CSC2=NC(=CC(=N2)NS(=O)(=O)N2CCN(CC2)CC(=O)O)OC)C=CC=C1F ({4-[2-(2,3-Difluoro-benzylsulfanyl)-6-methoxy-pyrimidin-4-ylsulfamoyl]-piperazin-1-yl}-acetic acid). RXN SMILES: [OH-].[Na+].C([O:5][C:6](=[O:36])[CH2:7][N:8]1[CH2:13][CH2:12][N:11]([S:14](=[O:35])(=[O:34])[NH:15][C:16]2[CH:21]=[C:20]([O:22][CH3:23])[N:19]=[C:18]([S:24][CH2:25][C:26]3[CH:31]=[CH:30][CH:29]=[C:28]([F:32])[C:27]=3[F:33])[N:17]=2)[CH2:10][CH2:9]1)C>CO>[F:33][C:27]1[C:28]([F:32])=[CH:29][CH:30]=[CH:31][C:26]=1[CH2:25][S:24][C:18]1[N:17]=[C:16]([NH:15][S:14]([N:11]2[CH2:10][CH2:9][N:8]([CH2:7][C:6]([OH:36])=[O:5])[CH2:13][CH2:12]2)(=[O:34])=[O:35])[CH:21]=[C:20]([O:22][CH3:23])[N:19]=1 |f:0.1|. Reported procedure: The title compound was prepared by adding 1M NaOH (1 mL) to a solution of {4-[2-(2,3-Difluoro-benzylsulfanyl)-6-methoxy-pyrimidin-4-ylsulfamoyl]-piperazin-1-yl}-acetic acid ethyl ester (the product from step i) (0.31 g) in MeOH (1 mL). Purification was by reverse phase HPLC (symmetry as the stationary phase and TFA/acetonitrile as the mobile phase) then titurated with Toluene, DCM followed by Et2O to give the title compound as a white solid. Yield: 85 mg The product is CC(C)(C)OC(=O)N1C(C)(C)OCC1(C)C(=O)NCC(=O)c1ccc(O)c(C(F)(F)F)c1. RXN SMILES: [CH3:1][O:2][c:3]1[cH:4][cH:5][c:6]([CH2:7][O:8][c:9]2[c:10]([C:36]([F:37])([F:38])[F:39])[cH:11][c:12]([C:15]([CH2:16][NH:17][C:18](=[O:19])[C:20]3([CH3:34])[N:21]([C:27](=[O:28])[O:29][C:30]([CH3:31])([CH3:32])[CH3:33])[C:22]([CH3:25])([CH3:26])[O:23][CH2:24]3)=[O:35])[cH:13][cH:14]2)[cH:40][cH:41]1.[CH3:42][OH:43]>>[OH:8][c:9]1[c:10]([C:36]([F:37])([F:38])[F:39])[cH:11][c:12]([C:15]([CH2:16][NH:17][C:18](=[O:19])[C:20]2([CH3:34])[N:21]([C:27](=[O:28])[O:29][C:30]([CH3:31])([CH3:32])[CH3:33])[C:22]([CH3:25])([CH3:26])[O:23][CH2:24]2)=[O:35])[cH:13][cH:14]1. Starting materials: COc1ccc(COc2ccc(C(=O)CNC(=O)C3(C)COC(C)(C)N3C(=O)OC(C)(C)C)cc2C(F)(F)F)cc1, CO. Reactants: C(C)OCC (diethyl ether), N12CCC(CC1)CC2 (Quinuclidine), CC(=O)C (Acetone), C(C)I (ethyl iodide). The solvent is C(Cl)(Cl)Cl (chloroform). The product is [I-].C(C)[N+]12CCC(CC1)CC2 (N-Ethyl Quinuclidinium Iodide). As a reaction SMILES: [N:1]12[CH2:8][CH2:7][CH:4]([CH2:5][CH2:6]1)[CH2:3][CH2:2]2.[CH2:9]([I:11])[CH3:10].CC(C)=O.C(OCC)C>C(Cl)(Cl)Cl>[I-:11].[CH2:9]([N+:1]12[CH2:8][CH2:7][CH:4]([CH2:5][CH2:6]1)[CH2:3][CH2:2]2)[CH3:10] |f:5.6|. Procedure: 20 grams of Quinuclidine (1 Aza bicyclo [2.2.2]octane, Aldrich) were dissolved in 100 ml of chloroform with stirring and cooling in an ice bath. 28.08 Grams of ethyl iodide (Aldrich) were added dropwise. The mixture became cloudy and was stirred overnight, slowly coming to room temperature. Acetone was added to the solution and then, with stirring, diethyl ether was added dropwise until crystals formed. The filtered solids were washed with acetone and dried under vacuum. The product had the corr...